This data is from the Open Reaction Database (ORD), a public repository of structured organic reaction records. The task is: describe an organic reaction: reactants, conditions, products, and yield The reactants are C#CCCC(=O)NCCOCCOCCNC(=O)CCC=C, C1CCOC1, O. Product: O=C1C=CCCCC(=O)NCCOCCOCCNC(=O)CC1. As a reaction SMILES: [C:2]([CH2:3][CH2:4][C:5]#[CH:6])(=[O:7])[NH:8][CH2:9][CH2:10][O:11][CH2:12][CH2:13][O:14][CH2:15][CH2:16][NH:17][C:18]([CH2:19][CH2:20][CH:21]=[CH2:22])=[O:23].[O:24]1[CH2:25][CH2:26][CH2:27][CH2:28]1.[OH2:1]>>[O:1]=[C:5]1[CH2:4][CH2:3][C:2](=[O:7])[NH:8][CH2:9][CH2:10][O:11][CH2:12][CH2:13][O:14][CH2:15][CH2:16][NH:17][C:18](=[O:23])[CH2:19][CH2:20][CH2:21][CH:22]=[CH:6]1. Reactants: CC1(OC(=CC(O1)=O)C)C (2,2,6-trimethyl-4H-1,3-dioxin-4-one), CC(C)O (2-propanol). Run in CC(=O)C (acetone). The product is C(CC(=O)C)(=O)OC(C)C (1-Methylethyl Acetoacetate). Yield: 90.2%. Reaction SMILES: [CH3:1][C:2]1([CH3:10])[O:7][C:6](=[O:8])[CH:5]=[C:4]([CH3:9])[O:3]1.CC(O)C>CC(C)=O>[C:6]([O:7][CH:2]([CH3:10])[CH3:1])(=[O:8])[CH2:5][C:4]([CH3:9])=[O:3]. Reported procedure: A solution of 2,2,6-trimethyl-4H-1,3-dioxin-4-one (53)70 (74 g, 0.5 mol) and 2-propanol (30 g, 0.5 mol) was heated at 135° C. for 20 h. The acetone formed during the reaction was removed with a rotary evaporator. The residue was distilled to provide 65 g (0.451 mol, 90%) of 54 as a clear, colorless liquid: bp 185°-187° C.